Task: describe an organic reaction: reactants, conditions, products, and yield. Dataset: the Open Reaction Database (ORD), a public repository of structured organic reaction records The reactants are OC=1C=C(C=CC1)C(O)C1=CC=C(C=C1)OC (1-(3-hydroxyphenyl)-1-(4-methoxyphenyl)methanol), Cl.ClCC1=NC2=CC=CC=C2C=C1 (2-chloromethylquinoline hydrochloride), [OH-].[K+] (KOH). Solvent: O (water), C(C)O (ethanol). Yields the product COC1=CC=C(C=C1)C(O)C1=CC(=CC=C1)OCC1=NC2=CC=CC=C2C=C1 (1-(4-Methoxyphenyl)-1-[3-(2-quinolinylmethoxy)phenyl]methanol). Reaction SMILES: [OH:1][C:2]1[CH:3]=[C:4]([CH:8]([C:10]2[CH:15]=[CH:14][C:13]([O:16][CH3:17])=[CH:12][CH:11]=2)[OH:9])[CH:5]=[CH:6][CH:7]=1.Cl.Cl[CH2:20][C:21]1[CH:30]=[CH:29][C:28]2[C:23](=[CH:24][CH:25]=[CH:26][CH:27]=2)[N:22]=1.[OH-].[K+]>O.C(O)C>[CH3:17][O:16][C:13]1[CH:14]=[CH:15][C:10]([CH:8]([C:4]2[CH:5]=[CH:6][CH:7]=[C:2]([O:1][CH2:20][C:21]3[CH:30]=[CH:29][C:28]4[C:23](=[CH:24][CH:25]=[CH:26][CH:27]=4)[N:22]=3)[CH:3]=2)[OH:9])=[CH:11][CH:12]=1 |f:1.2,3.4|. Procedure: A mixture of 3.7 g (0.016 mol) 1-(3-hydroxyphenyl)-1-(4-methoxyphenyl)methanol, 3.4 g (0.016 mol) 2-chloromethylquinoline hydrochloride and 2 g (0.036 mol) KOH in 5 ml water and 50 ml ethanol was heated over steam bath for a period of 4 hours. Reaction mixture was concentrated to dryness and slurried into water and extracted with methylene chloride. The methylene chloride extract was washed with water, dried over MgSO4 and concentrated to dryness under reduced pressure to obtain oily material. R... Starting materials: [Al](C)(C)N.C1=CC=CC=C1 ((CH3)2AlNH2 benzene), C(C)OC(CCCOC=1C=C2C(=C(N(C2=CC1)CC1=CC=CC=C1)SC)CC(=O)N)=O (4-[[3-(2-amino-2-oxoethyl)-2-methylthio-1-(phenylmethyl)-1H-indol-5-yl]oxy]butanoic acid ethyl ester), Cl (HCl). The solvent is C1=CC=CC=C1 (benzene). Reaction conditions: temperature 50 celsius. The product is NC(CCCOC=1C=C2C(=C(N(C2=CC1)CC1=CC=CC=C1)SC)CC(=O)N)=O (5-(4-amino-4-oxobutoxy)-2-(methylthio)-1-(phenylmethyl)-1H-indole-3-acetamide). Yield: 84.0%. RXN SMILES: [Al]([NH2:4])(C)C.C1C=CC=CC=1.C([O:13][C:14](=O)[CH2:15][CH2:16][CH2:17][O:18][C:19]1[CH:20]=[C:21]2[C:25](=[CH:26][CH:27]=1)[N:24]([CH2:28][C:29]1[CH:34]=[CH:33][CH:32]=[CH:31][CH:30]=1)[C:23]([S:35][CH3:36])=[C:22]2[CH2:37][C:38]([NH2:40])=[O:39])C.Cl>C1C=CC=CC=1>[NH2:4][C:14](=[O:13])[CH2:15][CH2:16][CH2:17][O:18][C:19]1[CH:20]=[C:21]2[C:25](=[CH:26][CH:27]=1)[N:24]([CH2:28][C:29]1[CH:30]=[CH:31][CH:32]=[CH:33][CH:34]=1)[C:23]([S:35][CH3:36])=[C:22]2[CH2:37][C:38]([NH2:40])=[O:39] |f:0.1|. Procedure: Ten mL of 0.6M (CH3)2AlNH2/benzene was added to 200 mg (0.45 mmol) of 4-[[3-(2-amino-2-oxoethyl)-2-methylthio-1-(phenylmethyl)-1H-indol-5-yl]oxy]butanoic acid ethyl ester (Example 46) in 25 mL of benzene and the mixture heated at 50° C. for 1.75 hours. After cooling the mixture was decomposed with ice and 1N HCl added, The mixture was extracted with EtOAc, the EtOAc solution washed with saturated NaCl solution, dried (Na2SO4), and concentrated at reduced pressure. The residue was crystallized fr... Starting materials: C(=O)(O)[O-].[Na+] (NaHCO3), C(C)(C)N1N=C(C=CC1=O)C(C=NO)=O ((1-isopropyl-6-oxo-1,6-dihydro-3-pyridazinyl) (oxo)acetaldehyde oxime), NC(C#N)C#N (aminomalononitrile), C1(=CC=C(C=C1)S(=O)(=O)O)C (p-toluenesulfonic acid). The solvent is CCOC(=O)C (EtOAc), O (Water), CC(C)O (2-propanol). Conditions: temperature 50 celsius, time 3 hour. The product is NC=1C(=NC(=C[N+]1[O-])C1=NN(C(C=C1)=O)C(C)C)C#N (3-amino-6-(1-isopropyl-6-oxo-1,6-dihydro-3-pyridazinyl)-2-pyrazinecarbonitrile 4-oxide). Isolated yield 26.4%. As a reaction SMILES: [CH:1]([N:4]1[C:9](=[O:10])[CH:8]=[CH:7][C:6]([C:11](=O)[CH:12]=[N:13][OH:14])=[N:5]1)([CH3:3])[CH3:2].[NH2:16][CH:17]([C:20]#[N:21])[C:18]#[N:19].C1(C)C=CC(S(O)(=O)=O)=CC=1.C([O-])(O)=O.[Na+]>CC(O)C.CCOC(C)=O.O>[NH2:21][C:20]1[C:17]([C:18]#[N:19])=[N:16][C:11]([C:6]2[CH:7]=[CH:8][C:9](=[O:10])[N:4]([CH:1]([CH3:3])[CH3:2])[N:5]=2)=[CH:12][N+:13]=1[O-:14] |f:3.4|. Procedure: A mixture of (1-isopropyl-6-oxo-1,6-dihydro-3-pyridazinyl) (oxo)acetaldehyde oxime (11.16 g), aminomalononitrile (13.6 g) and p-toluenesulfonic acid (10.2 g) in 2-propanol (200 ml) was stirred at 50° C. for 3 hours. Water, aq. NaHCO3 and EtOAc were added to the reaction mixture to give a pale yellow precipitate. The precipitate was collected by filtration to obtain 3-amino-6-(1-isopropyl-6-oxo-1,6-dihydro-3-pyridazinyl)-2-pyrazinecarbonitrile 4-oxide (3.84 g) as white powder.